Dataset: the Open Reaction Database (ORD), a public repository of structured organic reaction records. Task: describe an organic reaction: reactants, conditions, products, and yield Reactants: BrC1=NN(C(=N1)C=O)C (3-bromo-1-methyl-1H-1,2,4-triazole-5-carbaldehyde), [Cl-].CC1=NC=C(C=2N1N=C(N2)C[P+](C2=CC=CC=C2)(C2=CC=CC=C2)C2=CC=CC=C2)C (((5,8-dimethyl-[1,2,4]triazolo[1,5-c]pyrimidin-2-yl)methyl)triphenylphosphonium chloride), crude material, C1CCC2=NCCCN2CC1 (DBU). The solvent is O1CCCC1 (tetrahydrofuran). Reaction conditions: temperature 25 celsius, time 18 hour. Yields the product BrC=1N=C(N(N1)C)/C=C/C1=NN2C(=NC=C(C2=N1)C)C (2-[(E)-2-(5-bromo-2-methyl-2H-[1,2,4]triazol-3-yl)-vinyl]-5,8-dimethyl-[1,2,4]triazolo[1,5-c]pyrimidine). The yield is 72.9%. As a reaction SMILES: [Br:1][C:2]1[N:6]=[C:5]([CH:7]=O)[N:4]([CH3:9])[N:3]=1.[Cl-].[CH3:11][C:12]1[N:17]2[N:18]=[C:19]([CH2:21][P+](C3C=CC=CC=3)(C3C=CC=CC=3)C3C=CC=CC=3)[N:20]=[C:16]2[C:15]([CH3:41])=[CH:14][N:13]=1.C1CCN2C(=NCCC2)CC1>O1CCCC1>[Br:1][C:2]1[N:6]=[C:5](/[CH:7]=[CH:21]/[C:19]2[N:20]=[C:16]3[N:17]([C:12]([CH3:11])=[N:13][CH:14]=[C:15]3[CH3:41])[N:18]=2)[N:4]([CH3:9])[N:3]=1 |f:1.2|. Procedure details: To a solution of 3-bromo-1-methyl-1H-1,2,4-triazole-5-carbaldehyde (120 mg, 632 μmol, Eq: 1.00) in tetrahydrofuran (25 ml) were added ((5,8-dimethyl-[1,2,4]triazolo[1,5-c]pyrimidin-2-yl)methyl)triphenylphosphonium chloride (290 mg, 632 μmol, Eq: 1.00) (prepared as described in WO2011150156, pp 123-125, Expl. 24 g) and DBU (106 mg, 105 μl, 695 μmol, Eq: 1.1). The resulting solution was stirred for 18 hours at 25° C. The crude material was applied on silica gel and purified by flash chromatography... Reactants: C=1(C(=CC=CC1)C#N)C (Tolunitrile), [NH4+].[Cl-] (NH4Cl), [N-]=[N+]=[N-].[Na+] (NaN3), CN(C)C=O (DMF). The product is C1(=CC=C(C=C1)C1=NN=NN1)C (5-p-tolyl tetrazole). RXN SMILES: [C:1]1(C)[C:2]([C:7]#[N:8])=[CH:3][CH:4]=[CH:5][CH:6]=1.[NH4+].[Cl-].[N-:12]=[N+:13]=[N-:14].[Na+].[CH3:16]N(C=O)C>>[C:5]1([CH3:16])[CH:6]=[CH:1][C:2]([C:7]2[NH:8][N:14]=[N:13][N:12]=2)=[CH:3][CH:4]=1 |f:1.2,3.4|. Procedure: Tolunitrile (103 mg, 1.0 mmol) was refluxed with NH4Cl (70 mg, 1.3 mmol), and NaN3 (85 mg, 1.3 mmol) in 3 mL of DMF overnight. The resulting 5-p-tolyl tetrazole was purified via RP-HPLC. The reactants are N1(CCCCC1)CC=1C=C(OCCCC#N)C=CC1 (4-(3-piperidinomethylphenoxy)butyronitrile), [H-].[H-].[H-].[H-].[Li+].[Al+3] (LiAlH4), N1(CCCCC1)CC=1C=C(OCCCC#N)C=CC1 (4-(3-piperidinomethylphenoxy)butyronitrile), ClCCCC#N (4-chlorobutyronitrile), [OH-].[Na+] (NaOH), N1(CCCCC1)CC=1C=C(C=CC1)O (3-piperidinomethylphenol), [Na] (sodium). The solvent is CCOCC (ether), C(C)O (ethanol), O (water), C(C)O (ethanol). Conditions: time 30 minute. Yields the product N1(CCCCC1)CC=1C=C(OCCCCN)C=CC1 (4-(3-piperidinomethylphenoxy)butaneamine). RXN SMILES: [Na].N1(CC2C=C(O)C=CC=2)CCCCC1.ClCCCC#N.[N:22]1([CH2:28][C:29]2[CH:30]=[C:31]([CH:38]=[CH:39][CH:40]=2)[O:32][CH2:33][CH2:34][CH2:35][C:36]#[N:37])[CH2:27][CH2:26][CH2:25][CH2:24][CH2:23]1.[H-].[H-].[H-].[H-].[Li+].[Al+3].[OH-].[Na+]>C(O)C.CCOCC.O>[N:22]1([CH2:28][C:29]2[CH:30]=[C:31]([CH:38]=[CH:39][CH:40]=2)[O:32][CH2:33][CH2:34][CH2:35][CH2:36][NH2:37])[CH2:27][CH2:26][CH2:25][CH2:24][CH2:23]1 |f:4.5.6.7.8.9,10.11,^1:0|. Procedure details: 4.6 g (0.2 mol) of sodium are dissolved in anhydrous ethanol and 38.24 g (0.2 mol) of 3-piperidinomethylphenol [DE-A-2 917 026, Glaxo] are added thereto. After the dropwise addition of 20.71 g (0.2 mol) of 4-chlorobutyronitrile in ethanol, the batch is heated under reflux overnight with the exclusion of moisture. It is then allowed to cool, is filtered, and concentrated to dryness in vacuo. The resulting oil is taken up in ether and washed with 10% NaOH and water. Drying over Na2SO4 and concentr... The reactants are F[B-](F)(F)F, CCOC(=N)c1cccc(OCc2ccccc2)c1, CCO, N. Product: F[B-](F)(F)F, N=C(N)c1cccc(OCc2ccccc2)c1. As a reaction SMILES: [B-:1]([F:2])([F:3])([F:4])[F:5].[CH2:6]([c:7]1[cH:8][cH:9][cH:10][cH:11][cH:12]1)[O:13][c:14]1[cH:15][c:16]([C:17]([O:18][CH2:19][CH3:20])=[NH:21])[cH:22][cH:23][cH:24]1.[CH3:26][CH2:27][OH:28].[NH3:25]>>[B-:1]([F:2])([F:3])([F:4])[F:5].[CH2:6]([c:7]1[cH:8][cH:9][cH:10][cH:11][cH:12]1)[O:13][c:14]1[cH:15][c:16]([C:17]([NH2:21])=[NH:25])[cH:22][cH:23][cH:24]1. The reactants are CO (methanol), KH2PO4 Na2HPO4, C(CCCC=O)=O (glutaraldehyde), C(#N)[BH3-].[Na+] (sodium cyanoborohydride), NC1=CC=C(C=C1)C1=C(N=C(N1)C1=CC=C(C=C1)C(C)(C)C)C(=O)NC=1SC=CN1 (5-(4-Aminophenyl)-2-(4-tert-butylphenyl)-N-(2-thiazolyl)-imidazole-4-carboxamide). Run in O1CCCC1 (tetrahydrofuran), O (Water). Conditions: time 17 day. The product is C(C)(C)(C)C1=CC=C(C=C1)C=1NC(=C(N1)C(=O)NC=1SC=CN1)C1=CC=C(C=C1)N1CCCCC1 (2-(4-tert-butylphenyl)-5-(4-piperidinophenyl)-N-(2-thiazolyl)-imidazole-4-carboxamide). Yield: 10.3%. As a reaction SMILES: [NH2:1][C:2]1[CH:7]=[CH:6][C:5]([C:8]2[NH:12][C:11]([C:13]3[CH:18]=[CH:17][C:16]([C:19]([CH3:22])([CH3:21])[CH3:20])=[CH:15][CH:14]=3)=[N:10][C:9]=2[C:23]([NH:25][C:26]2[S:27][CH:28]=[CH:29][N:30]=2)=[O:24])=[CH:4][CH:3]=1.CO.[CH:33](=O)[CH2:34][CH2:35][CH2:36][CH:37]=O.C([BH3-])#N.[Na+]>O1CCCC1.O>[C:19]([C:16]1[CH:15]=[CH:14][C:13]([C:11]2[NH:12][C:8]([C:5]3[CH:4]=[CH:3][C:2]([N:1]4[CH2:37][CH2:36][CH2:35][CH2:34][CH2:33]4)=[CH:7][CH:6]=3)=[C:9]([C:23]([NH:25][C:26]3[S:27][CH:28]=[CH:29][N:30]=3)=[O:24])[N:10]=2)=[CH:18][CH:17]=1)([CH3:22])([CH3:20])[CH3:21] |f:3.4|. Reported procedure: 5-(4-Aminophenyl)-2-(4-tert-butylphenyl)-N-(2-thiazolyl)-imidazole-4-carboxamide (1.0 g) obtained in Example 77 was dissolved in tetrahydrofuran (55 ml), methanol (55 ml) and KH2PO4-Na2HPO4 buffer (pH 6.5, 70 ml), and 25% glutaraldehyde aqueous solution (1.22 g) and sodium cyanoborohydride (1.32 g) were added under ice-cooling. The mixture was stirred at room temperature for 17 days. Water (100 ml) was added and the mixture was extracted with ethyl acetate. The organic layer was washed with satu... Procedure details: To a solution of 4-[5-amino-6-(6-methyl-1H-benzimidazol-2-yl)pyrazin-2-yl]benzoic acid (108 mg, 0.3127 mmol) in DMSO (1 mL) were added tert-butyl 1,4-diazepane-1-carboxylate (187.9 mg, 0.9381 mmol), diethylcyanophosphonate (124.7 mg, 114.3 μL, 0.6879 mmol) and DIPEA (121.2 mg, 163.3 μL, 0.9381 mmol). The reaction mixture was heated at 80° C. overnight, allowed to cool and filtered and the resultant taken on to the next step without further purification (122 mg, 75% Yield). Reactants: NC=1N=CC(=NC1C1=NC2=C(N1)C=C(C=C2)C)C2=CC=C(C(=O)O)C=C2 (4-[5-amino-6-(6-methyl-1H-benzimidazol-2-yl)pyrazin-2-yl]benzoic acid), N1(CCNCCC1)C(=O)OC(C)(C)C (tert-butyl 1,4-diazepane-1-carboxylate), C(C)OP(OCC)(=O)C#N (diethylcyanophosphonate), CCN(C(C)C)C(C)C (DIPEA). Product: NC=1N=CC(=NC1C1=NC2=C(N1)C=C(C=C2)C)C2=CC=C(C=C2)C(=O)N2CCN(CCC2)C(=O)OC(C)(C)C (tert-butyl 4-(4-(5-amino-6-(6-methyl-1H-benzo[d]imidazol-2-yl)pyrazin-2-yl)phenylcarbonyl)-1,4-diazepane-1-carboxylate). Conditions: temperature 80 celsius. Reaction SMILES: [NH2:1][C:2]1[N:3]=[CH:4][C:5]([C:18]2[CH:26]=[CH:25][C:21]([C:22](O)=[O:23])=[CH:20][CH:19]=2)=[N:6][C:7]=1[C:8]1[NH:12][C:11]2[CH:13]=[C:14]([CH3:17])[CH:15]=[CH:16][C:10]=2[N:9]=1.[N:27]1([C:34]([O:36][C:37]([CH3:40])([CH3:39])[CH3:38])=[O:35])[CH2:33][CH2:32][CH2:31][NH:30][CH2:29][CH2:28]1.C(OP(C#N)(=O)OCC)C.CCN(C(C)C)C(C)C>CS(C)=O>[NH2:1][C:2]1[N:3]=[CH:4][C:5]([C:18]2[CH:26]=[CH:25][C:21]([C:22]([N:30]3[CH2:31][CH2:32][CH2:33][N:27]([C:34]([O:36][C:37]([CH3:40])([CH3:39])[CH3:38])=[O:35])[CH2:28][CH2:29]3)=[O:23])=[CH:20][CH:19]=2)=[N:6][C:7]=1[C:8]1[NH:12][C:11]2[CH:13]=[C:14]([CH3:17])[CH:15]=[CH:16][C:10]=2[N:9]=1. The yield is 75.0%. Run in CS(=O)C (DMSO). Reactants: C1=C(C=CC=2OC3=C(C21)CCCCCC3)N (6,7,8,9,10,11-Hexahydro-benzo[b]-cycloocta[d]furan-2-ylamine), Cl.C(C1=CC=NC=C1)(=O)Cl (isonicotinoyl chloride hydrochloride), poly(vinylpyridine). The solvent is ClC(C)Cl (dichloroethane). Product: C1=C(C=CC=2OC3=C(C21)CCCCCC3)NC(C3=CC=NC=C3)=O (N-(6,7,8,9,10,11-hexahydrobenzo[b]cycloocta[d]furan-2-yl)isonicotinamide). Isolated yield 44.1%. Reaction SMILES: [CH:1]1[C:9]2[C:8]3[CH2:10][CH2:11][CH2:12][CH2:13][CH2:14][CH2:15][C:7]=3[O:6][C:5]=2[CH:4]=[CH:3][C:2]=1[NH2:16].Cl.[C:18](Cl)(=[O:25])[C:19]1[CH:24]=[CH:23][N:22]=[CH:21][CH:20]=1>ClC(Cl)C>[CH:1]1[C:9]2[C:8]3[CH2:10][CH2:11][CH2:12][CH2:13][CH2:14][CH2:15][C:7]=3[O:6][C:5]=2[CH:4]=[CH:3][C:2]=1[NH:16][C:18](=[O:25])[C:19]1[CH:24]=[CH:23][N:22]=[CH:21][CH:20]=1 |f:1.2|. Procedure: Following the procedure of Example 1, 6,7,8,9,10,11-Hexahydro-benzo[b]-cycloocta[d]furan-2-ylamine (0.20 g, 0.92 mmol), isonicotinoyl chloride hydrochloride (0.20 g, 1.1 mmol), and poly(vinylpyridine) (0.5 g) in dichloroethane (12 mL) provided N-(6,7,8,9,10,11-hexahydrobenzo[b]cycloocta[d]furan-2-yl)isonicotinamide (0.13 g). MS (ESI) m/z 321 ([M+H]+); MS (ESI) m/z 319 ([M−H]−).